This data is from the Open Reaction Database (ORD), a public repository of structured organic reaction records. The task is: describe an organic reaction: reactants, conditions, products, and yield The reactants are C1(=CC=CC=C1)COC1=C(NC2=CC=CC=C12)C(=O)OC (methyl 3-(phenylmethoxy)indole-2-carboxylate), N1=CC(=CC=C1)[NH-].[Li+] (lithium 3-pyridylamide), C1CCOC1 (THF), [H-].[Na+] (NaH), CC1=CC=C(CBr)C=C1 (4-methybenzyl bromide). Product: CC1=CC=C(C=C1)CN1C(=C(C2=CC=CC=C12)OCC1=CC=CC=C1)N(C=O)C=1C=NC=CC1 ({1-[(4-Methylphenyl)methyl]-3-(phenylmethoxy)indol-2-yl}-N-(3-pyridyl)formamide). As a reaction SMILES: [C:1]1([CH2:7][O:8][C:9]2[C:17]3[C:12](=[CH:13][CH:14]=[CH:15][CH:16]=3)[NH:11][C:10]=2C(OC)=O)[CH:6]=[CH:5][CH:4]=[CH:3][CH:2]=1.[H-].[Na+].[CH3:24][C:25]1[CH:32]=[CH:31][C:28]([CH2:29]Br)=[CH:27][CH:26]=1.[N:33]1[CH:38]=[CH:37][CH:36]=[C:35]([NH-:39])[CH:34]=1.[Li+].C1C[O:44][CH2:43]C1>>[CH3:24][C:25]1[CH:32]=[CH:31][C:28]([CH2:29][N:11]2[C:12]3[C:17](=[CH:16][CH:15]=[CH:14][CH:13]=3)[C:9]([O:8][CH2:7][C:1]3[CH:2]=[CH:3][CH:4]=[CH:5][CH:6]=3)=[C:10]2[N:39]([C:35]2[CH:34]=[N:33][CH:38]=[CH:37][CH:36]=2)[CH:43]=[O:44])=[CH:27][CH:26]=1 |f:1.2,4.5|. Procedure: Following the procedure describing the preparation of example 6, methyl 3-(phenylmethoxy)indole-2-carboxylate (100 mg) in DMP (5.0 mL) was treated with 12 mg of a NaH suspension (60% in oil) followed by 4-methybenzyl bromide (100 mL). After work-up the crude alkylated material was taken up in dry THF (10 mL) and treated with the lithium 3-pyridylamide (0.3 M in THF) solution as describied previously. Following work-up and purification by flash chromatography the title indole (58.7 mg) was obtain... Starting materials: CC(C)Sc1cc2c(cc1Cl)N=CNS2(=O)=O, Cl, [Na+], [OH-]. The product is CC(C)Sc1cc(S(N)(=O)=O)c(N)cc1Cl. RXN SMILES: [Cl:1][c:2]1[c:3]([S:14][CH:15]([CH3:16])[CH3:17])[cH:4][c:5]2[c:6]([cH:13]1)[N:7]=[CH:8][NH:9][S:10]2(=[O:11])=[O:12].[ClH:18].[Na+:20].[OH-:19]>>[Cl:1][c:2]1[c:3]([S:14][CH:15]([CH3:16])[CH3:17])[cH:4][c:5]([S:10]([NH2:9])(=[O:11])=[O:12])[c:6]([NH2:7])[cH:13]1. Starting materials: IC=1C(=NC=C(C1)C(F)(F)F)NC(C(C)(C)C)=O (N-(3-iodo-5-(trifluoromethyl)pyridin-2-yl)pivalamide), [OH-].[Na+] (NaOH), C(=O)(O)[O-].[Na+] (NaHCO3). Solvent: OS(=O)(=O)O (H2SO4). Reaction conditions: time 60 minute. Yields the product IC=1C(=NC=C(C1)C(F)(F)F)N (3-iodo-5-(trifluoromethyl)pyridin-2-amine). The yield is 100.1%. As a reaction SMILES: [I:1][C:2]1[C:3]([NH:12]C(=O)C(C)(C)C)=[N:4][CH:5]=[C:6]([C:8]([F:11])([F:10])[F:9])[CH:7]=1.[OH-].[Na+].C([O-])(O)=O.[Na+]>OS(O)(=O)=O>[I:1][C:2]1[C:3]([NH2:12])=[N:4][CH:5]=[C:6]([C:8]([F:11])([F:9])[F:10])[CH:7]=1 |f:1.2,3.4|. Reported procedure: N-(3-iodo-5-(trifluoromethyl)pyridin-2-yl)pivalamide (16.8 g, 45.1 mmole) was taken up in H2SO4 (24 wt. %, 392 ml) and the mixture was stirred for 60 minutes under reflux. After cooling to RT the mixture was neutralised with 4 N NaOH and solid NaHCO3, the aqueous phase was extracted with DCM (3×200 ml) and the combined organic phases were dried over MgSO4. After filtration the solvent was removed on a rotary evaporator. 3-iodo-5-(trifluoromethyl)pyridin-2-amine (13 g, 100%) was obtained as a cre... Starting materials: C1(=CC2=C1C=CC=C2)C(=O)O (benzocyclobutene-1-carboxylic acid), N1CCC(CC1)C1=NOC2=C1C=CC=C2 (3-piperid-4-yl-1,2-benzisoxazole). The product is C1(=CC2=C1C=CC=C2)CN2CCC(CC2)C2=NOC1=C2C=CC=C1 (3-[1-(Benzocyclobuten-1-ylmethyl)-4-piperidyl]-1,2-benzisoxazole). RXN SMILES: [C:1]1([C:9](O)=O)[C:4]2[CH:5]=[CH:6][CH:7]=[CH:8][C:3]=2[CH:2]=1.[NH:12]1[CH2:17][CH2:16][CH:15]([C:18]2[C:22]3[CH:23]=[CH:24][CH:25]=[CH:26][C:21]=3[O:20][N:19]=2)[CH2:14][CH2:13]1>>[C:1]1([CH2:9][N:12]2[CH2:13][CH2:14][CH:15]([C:18]3[C:22]4[CH:23]=[CH:24][CH:25]=[CH:26][C:21]=4[O:20][N:19]=3)[CH2:16][CH2:17]2)[C:4]2[CH:5]=[CH:6][CH:7]=[CH:8][C:3]=2[CH:2]=1. Procedure: 3-[1-(Benzocyclobuten-1-ylmethyl)-4-piperidyl]-1,2-benzisoxazole was prepared from benzocyclobutene-1-carboxylic acid and 3-piperid-4-yl-1,2-benzisoxazole according to the process described in Example 19, stages A and B. Starting materials: Cl (hydrochloric acid), C[C@@]12[C@H](CC[C@H]1[C@@H]1CCC3=CC(CC[C@]3(C)[C@H]1CC2)=O)C(=O)OC (methyl 4-androsten-3-one-17β-carboxylate), O (water), [OH-].[K+] (potassium hydroxide). Run in CO (methanol). Run at time 4 hour. The product is C[C@@]12[C@H](CC[C@H]1[C@@H]1CCC3=CC(CC[C@]3(C)[C@H]1CC2)=O)C(=O)O (4-androsten-3-one-17β-carboxylic acid). Isolated yield 98.0%. RXN SMILES: [CH3:1][C@:2]12[CH2:19][CH2:18][C@H:17]3[C@@H:7]([CH2:8][CH2:9][C:10]4[C@:15]3([CH3:16])[CH2:14][CH2:13][C:12](=[O:20])[CH:11]=4)[C@@H:6]1[CH2:5][CH2:4][C@@H:3]2[C:21]([O:23]C)=[O:22].[OH-].[K+].O.Cl>CO>[CH3:1][C@:2]12[CH2:19][CH2:18][C@H:17]3[C@@H:7]([CH2:8][CH2:9][C:10]4[C@:15]3([CH3:16])[CH2:14][CH2:13][C:12](=[O:20])[CH:11]=4)[C@@H:6]1[CH2:5][CH2:4][C@@H:3]2[C:21]([OH:23])=[O:22] |f:1.2|. Procedure details: To 2.462 kg. of methyl 4-androsten-3-one-17β-carboxylate in 24.6 l of methanol was added 1.23 kg. of potassium hydroxide in 4.9 l. of water. The reaction mixture was refluxed under nitrogen for 6 hours, and then allowed to cool to room temperature overnight. The mixture was acidified with 3200 ml. of 6 N hydrochloric acid. Most of the product crystallized as fine crystals. Then, 14 l. of water was added in a stream over 30 minutes, which precipitated all of the product. The mixture was aged with...